From a dataset of the Open Reaction Database (ORD), a public repository of structured organic reaction records. describe an organic reaction: reactants, conditions, products, and yield Starting materials: CN1CCC(CC1)Cl (1-methyl-4-chloropiperidine), II (iodine), [Mg] (magnesium), CN(C(COC1=CC=C(C=C1)NC(C)=O)=O)OC (N-methyl-N-methoxy 2-(4-acetamidophenoxy)acetamide), II (iodine). The reagents and catalysts are BrC(C)Br (dibromoethane). Run in O1CCCC1 (tetrahydrofuran). Reaction conditions: temperature 0 celsius, time 30 second. Product: CN1CCC(CC1)C(COC1=CC=C(C=C1)NC(C)=O)=O (1-methyl-4-(2-(4-acetamidophenoxy)acetyl)piperidine). Isolated yield 47.0%. As a reaction SMILES: II.[Mg].[CH3:4][N:5]1[CH2:10][CH2:9][CH:8](Cl)[CH2:7][CH2:6]1.CN(OC)[C:14](=[O:27])[CH2:15][O:16][C:17]1[CH:22]=[CH:21][C:20]([NH:23][C:24](=[O:26])[CH3:25])=[CH:19][CH:18]=1>BrC(Br)C.O1CCCC1>[CH3:4][N:5]1[CH2:10][CH2:9][CH:8]([C:14](=[O:27])[CH2:15][O:16][C:17]2[CH:22]=[CH:21][C:20]([NH:23][C:24](=[O:26])[CH3:25])=[CH:19][CH:18]=2)[CH2:7][CH2:6]1. Procedure details: A crystal of iodine was added to 0.45 gm (18.7 mMol) magnesium turnings covered with 6 mL tetrahydrofuran. To this mixture were added 5-6 drops of dibromoethane and the mixture was heated with a heat gun to initiate the reaction. Once the iodine color disappeared, 2 mL (15 mMol) 1-methyl-4-chloropiperidine were added and heating continued for an additional 30 seconds. After the exothermic reaction no longer maintained reflux temperature, the reaction mixture was heated at reflux for 30 minutes a... As a reaction SMILES: [OH:1][C:2]1[CH:7]=[CH:6][CH:5]=[CH:4][C:3]=1[NH:8][C:9]1[N:14]=[C:13]([C:15](OCC)=[O:16])[C:12]([N+:20]([O-])=O)=[C:11]([NH:23][C:24]2[CH:29]=[CH:28][CH:27]=[CH:26][C:25]=2[O:30][CH3:31])[N:10]=1.ClC1N=C([C:39](OCC)=[O:40])C([N+]([O-])=O)=C(NC2C=CC=CC=2OC)N=1.[NH2:56]C1C=CC=CC=1O.C(N(CC)C(C)C)(C)C>CN(C=O)C>[OH:1][C:2]1[CH:7]=[CH:6][CH:5]=[CH:4][C:3]=1[NH:8][C:9]1[N:10]=[C:11]2[C:12]([NH:20][C:39](=[O:40])[N:23]2[C:24]2[CH:29]=[CH:28][CH:27]=[CH:26][C:25]=2[O:30][CH3:31])=[C:13]([C:15]([NH2:56])=[O:16])[N:14]=1. The reactants are ClC1=NC(=C(C(=N1)C(=O)OCC)[N+](=O)[O-])NC1=C(C=CC=C1)OC (ethyl 2-chloro-6-(2-methoxyphenylamino)-5-nitropyrimidine-4-carboxylate), NC1=C(C=CC=C1)O (2-aminophenol), C(C)(C)N(C(C)C)CC (N,N-diisopropylethylamine), OC1=C(C=CC=C1)NC1=NC(=C(C(=N1)C(=O)OCC)[N+](=O)[O-])NC1=C(C=CC=C1)OC (Ethyl 2-(2-hydroxyphenylamino)-6-(2-methoxyphenylamino)-5-nitropyrimidine-4-carboxylate). The solvent is CN(C)C=O (DMF). Isolated yield 100.0%. Reaction conditions: time 8 hour. Yields the product OC1=C(C=CC=C1)NC1=NC(=C2NC(N(C2=N1)C1=C(C=CC=C1)OC)=O)C(=O)N (2-(2-HYDROXYPHENYLAMINO)-9-(2-METHOXYPHENYL)-8-OXO-8,9-DIHYDRO-7H-PURINE-6-CARBOXAMIDE). Reported procedure: Ethyl 2-(2-hydroxyphenylamino)-6-(2-methoxyphenylamino)-5-nitropyrimidine-4-carboxylate. To a solution of ethyl 2-chloro-6-(2-methoxyphenylamino)-5-nitropyrimidine-4-carboxylate (See Example 30.A) (300 mg, 0.851 m mol) in DMF (5 mL) was added 2-aminophenol (111 mg, 1.021 mmol) and N,N-diisopropylethylamine (0.223 mL, 1.276 mmol). The reaction was stirred at room temperature overnight. Solvent was removed under reduced pressure and the resulting residue was purified by chromatography on a normal ... RXN SMILES: [CH3:1][O:2][C:3](=[O:30])[C:4]1[CH:9]=[C:8]([O:10][CH2:11][CH2:12][CH2:13][CH2:14][CH2:15][CH2:16][CH2:17][CH2:18][CH2:19][CH2:20][CH2:21][CH2:22][CH2:23][CH2:24][CH2:25][CH2:26][CH2:27][CH3:28])[CH:7]=[CH:6][C:5]=1[OH:29].[C:31](=[O:34])([O-])[O-].[K+].[K+].[CH3:37][C:38]([CH3:40])=[O:39]>CN(C=O)C>[CH3:1][O:2][C:3](=[O:30])[C:4]1[CH:9]=[C:8]([O:10][CH2:11][CH2:12][CH2:13][CH2:14][CH2:15][CH2:16][CH2:17][CH2:18][CH2:19][CH2:20][CH2:21][CH2:22][CH2:23][CH2:24][CH2:25][CH2:26][CH2:27][CH3:28])[CH:7]=[CH:6][C:5]=1[O:29][CH2:16][CH2:15][CH2:14][O:39][C:38]1[CH:40]=[CH:11][C:12]([O:34][CH2:31][C:9]2[CH:4]=[CH:5][CH:6]=[CH:7][CH:8]=2)=[CH:13][CH:37]=1 |f:1.2.3|. The yield is 76.0%. The solvent is CN(C)C=O (DMF). Yields the product COC(C1=C(C=CC(=C1)OCCCCCCCCCCCCCCCCCC)OCCCOC1=CC=C(C=C1)OCC1=CC=CC=C1)=O (5-(octadecyloxy)-2-[3-[4-(phenylmethoxy)phenoxy]propoxy]benzoic acid methyl ester). Procedure details: A mixture of 1 g (2.4 mmol) of 2-hydroxy-5-(octadecyloxy) benzoic acid methyl ester, 0.85 g (2.6 mmol) of 3-[(4-phenylmethoxy)phenoxy]propyl bromide and 0.65 g (4.7 mmol) of potassium carbonate in 40 ml of acetone and 7 ml of DMF was stirred at reflux for 48 hours. The usual workup followed by recrystallization from ethyl acetate-hexane gave 1.2 g (76% yield, mp 81°-83°) of 5-(octadecyloxy)-2-[3-[4-(phenylmethoxy)phenoxy]propoxy]benzoic acid methyl ester. The reactants are COC(C1=C(C=CC(=C1)OCCCCCCCCCCCCCCCCCC)O)=O (2-hydroxy-5-(octadecyloxy) benzoic acid methyl ester), 3-[(4-phenylmethoxy)phenoxy]propyl bromide, C([O-])([O-])=O.[K+].[K+] (potassium carbonate), CC(=O)C (acetone). Reactants: C([O-])(O)=O.[Na+] (sodium bicarbonate), C(CC)(=O)C1=NN2C(N=C(C=C2N(C(OC(C)(C)C)=O)C2CCOCC2)N2CCCC2)=C1 (tert-butyl (2-propionyl-5-pyrrolidin-1-ylpyrazolo[1,5-a]pyrimidin-7-yl)tetrahydro-2H-pyran-4-ylcarbamate), N(=O)[O-].[Na+] (sodium nitrite), Cl (hydrochloric acid). Run in O1CCCC1 (tetrahydrofuran). Run at time 20 hour. Product: N1(CCCC1)C1=NC=2N(C(=C1)NC1CCOCC1)N=C(C2)C(C(C)=O)=O (1-[5-pyrrolidin-1-yl-7-(tetrahydro-2H-pyran-4-ylamino)-pyrazolo[1,5-a]pyrimidin-2-yl]propane-1,2-dione). RXN SMILES: [C:1]([C:5]1[CH:32]=[C:8]2[N:9]=[C:10]([N:27]3[CH2:31][CH2:30][CH2:29][CH2:28]3)[CH:11]=[C:12]([N:13]([CH:21]3[CH2:26][CH2:25][O:24][CH2:23][CH2:22]3)C(=O)OC(C)(C)C)[N:7]2[N:6]=1)(=[O:4])[CH2:2][CH3:3].N([O-])=[O:34].[Na+].Cl.C(=O)(O)[O-].[Na+]>O1CCCC1>[N:27]1([C:10]2[CH:11]=[C:12]([NH:13][CH:21]3[CH2:26][CH2:25][O:24][CH2:23][CH2:22]3)[N:7]3[N:6]=[C:5]([C:1](=[O:4])[C:2](=[O:34])[CH3:3])[CH:32]=[C:8]3[N:9]=2)[CH2:28][CH2:29][CH2:30][CH2:31]1 |f:1.2,4.5|. Procedure: To a suspension of tert-butyl (2-propionyl-5-pyrrolidin-1-ylpyrazolo[1,5-a]pyrimidin-7-yl)tetrahydro-2H-pyran-4-ylcarbamate (500 mg, 1.13 mmol) and sodium nitrite (233 mg, 3.38 mmol) in tetrahydrofuran (10 mL) was added conc. hydrochloric acid solution (36%, 5.0 mL) at 0° C. After being stirred for 20 h at room temperature, the reaction mixture was poured into saturated sodium bicarbonate. The mixture was extracted with chloroform. The organic layer was dried over sodium sulfate, filtrated and c... Product: C1OC(=O)OC1C1=CC=CC=C1 (Styrene carbonate). Reactants: C1C(CCCCCCCC)O1 (Decene oxide), C(O)(O)=O.C=CCCCCCCCC (decene carbonate). Reaction SMILES: C1OC1[CH2:3][CH2:4][CH2:5][CH2:6][CH2:7][CH2:8][CH2:9][CH3:10].[C:12](=[O:15])([OH:14])[OH:13].C=CCCCCCCCC>>[CH2:10]1[CH:9]([C:8]2[CH:3]=[CH:4][CH:5]=[CH:6][CH:7]=2)[O:14][C:12](=[O:13])[O:15]1 |f:1.2|. Reported procedure: Decene oxide (8.98 mins), decene carbonate (13.40 mins)